This data is from the Open Reaction Database (ORD), a public repository of structured organic reaction records. The task is: describe an organic reaction: reactants, conditions, products, and yield Reactants: [OH-].[Na+] (sodium hydroxide), C(C)(C)(C)OC(=O)NCCCC=1C=C2C(C(=CN3C2=C(C1)CCC3)C(=O)OCC)=O (Ethyl 9-(3-tert-butoxycarbonylamino-propyl)-1-oxo-6,7-dihydro-1H,5H-pyrido[3,2,1-ij]quinoline-2-carboxylate), C(=O)=O (carbon dioxide). The solvent is O1CCCC1 (tetrahydrofuran). Conditions: temperature 50 celsius. The product is [Na+].C(C)(C)(C)OC(=O)NCCCC=1C=C2C(C(=CN3C2=C(C1)CCC3)C(=O)[O-])=O (9-(3-tert-butoxycarbonylamino-propyl)-1-oxo-6,7-dihydro-1H,5H-pyrido[3,2,1-ij]quinoline-2-carboxylic acid sodium salt). RXN SMILES: [C:1]([O:5][C:6]([NH:8][CH2:9][CH2:10][CH2:11][C:12]1[CH:13]=[C:14]2[C:19]3=[C:20]([CH2:22][CH2:23][CH2:24][N:18]3[CH:17]=[C:16]([C:25]([O:27]CC)=[O:26])[C:15]2=[O:30])[CH:21]=1)=[O:7])([CH3:4])([CH3:3])[CH3:2].[OH-].[Na+:32].C(=O)=O>O1CCCC1>[Na+:32].[C:1]([O:5][C:6]([NH:8][CH2:9][CH2:10][CH2:11][C:12]1[CH:13]=[C:14]2[C:19]3=[C:20]([CH2:22][CH2:23][CH2:24][N:18]3[CH:17]=[C:16]([C:25]([O-:27])=[O:26])[C:15]2=[O:30])[CH:21]=1)=[O:7])([CH3:4])([CH3:2])[CH3:3] |f:1.2,5.6|. Reported procedure: Ethyl 9-(3-tert-butoxycarbonylamino-propyl)-1-oxo-6,7-dihydro-1H,5H-pyrido[3,2,1-ij]quinoline-2-carboxylate (240 mg, 0.59 mmol) was dissolved in tetrahydrofuran (3 mL) and treated with 2N aqueous sodium hydroxide (0.32 mL). The solution was heated to 50° C. overnight then treated with excess solid carbon dioxide. Evaporation of the solvent gave the title compound as a beige solid. ESMS m/z 387 (MH+). NMR (DMSO-d6) δ 8.83 (s, 1H), 8.11 (bs, 1H), 7.99 (s, 1H), 7.57 (s, 1H), 6.89 (bt, 1H), 4.41 (bt... The reactants are NC1=NC=CC=C1N (2,3-diaminopyridine), Cl.CN1CCC(C(=O)O)CC1 (N-methylisonipecotic acid hydrocloride), [OH-].[Na+] (NaOH). The solvent is O (water). Product: CN1CCC(CC1)C1=NC=2C(=NC=CC2)N1 (2-(1-methylpiperidin-4-yl)-3H-imidazo [4,5-b] pyridine). Reaction SMILES: [NH2:1][C:2]1[C:7]([NH2:8])=[CH:6][CH:5]=[CH:4][N:3]=1.Cl.[CH3:10][N:11]1[CH2:19][CH2:18][CH:14]([C:15](O)=O)[CH2:13][CH2:12]1.[OH-].[Na+]>O>[CH3:10][N:11]1[CH2:19][CH2:18][CH:14]([C:15]2[NH:1][C:2]3=[N:3][CH:4]=[CH:5][CH:6]=[C:7]3[N:8]=2)[CH2:13][CH2:12]1 |f:1.2,3.4|. Reported procedure: Grams 3.3 of 2,3-diaminopyridine and 5.4 g of N-methylisonipecotic acid hydrocloride are heated at 190° C. for 24 hours. The reaction mixture is cooled and diluted with a small amount of water then made alkaline to pH 10 by addition of NaOH then extracted several times with methylene chloride. The organic extracts are collected together and evaporated to dryness. The residue, crystallized from acetonitrile, gives 2 g (31% of the theoretical value) 2-(1-methylpiperidin-4-yl)-3H-imidazo [4,5-b] py... The reactants are COc1cc2nccc(Oc3ccc(NC(=O)Oc4ccccc4)c(Cl)c3)c2cc1C(N)=O, CN(C)C=O, NC1CC1, O. The product is COc1cc2nccc(Oc3ccc(NC(=O)NC4CC4)c(Cl)c3)c2cc1C(N)=O. Reaction SMILES: [C:1]([NH2:2])(=[O:3])[c:4]1[cH:5][c:6]2[c:7]([O:16][c:17]3[cH:18][c:19]([Cl:33])[c:20]([NH:23][C:24]([O:25][c:27]4[cH:28][cH:29][cH:30][cH:31][cH:32]4)=[O:26])[cH:21][cH:22]3)[cH:8][cH:9][n:10][c:11]2[cH:12][c:13]1[O:14][CH3:15].[CH3:39][N:40]([CH3:41])[CH:42]=[O:43].[CH:34]1([NH2:37])[CH2:35][CH2:36]1.[OH2:38]>>[C:1]([NH2:2])(=[O:3])[c:4]1[cH:5][c:6]2[c:7]([O:16][c:17]3[cH:18][c:19]([Cl:33])[c:20]([NH:23][C:24](=[O:25])[NH:37][CH:34]4[CH2:35][CH2:36]4)[cH:21][cH:22]3)[cH:8][cH:9][n:10][c:11]2[cH:12][c:13]1[O:14][CH3:15].